This data is from the Open Reaction Database (ORD), a public repository of structured organic reaction records. The task is: describe an organic reaction: reactants, conditions, products, and yield As a reaction SMILES: [C:41]([O:42][BH-:43]([O:44][C:45](=[O:46])[CH3:47])[O:48][C:49](=[O:50])[CH3:51])(=[O:52])[CH3:53].[CH3:33][C:34]1([CH3:40])[CH2:35][O:36][CH2:37][CH2:38][NH:39]1.[Cl-:55].[Cl:1][c:2]1[cH:3][c:4]([CH:8]2[CH2:9][C:10]([CH3:27])([CH2:28][C:29](=[O:30])[OH:31])[C:11](=[O:26])[N:12]([CH:21]([CH:22]=[O:23])[CH2:24][CH3:25])[CH:13]2[c:14]2[cH:15][cH:16][c:17]([Cl:20])[cH:18][cH:19]2)[cH:5][cH:6][cH:7]1.[ClH:32].[NH4+:56].[Na+:54]>>[Cl:1][c:2]1[cH:3][c:4]([CH:8]2[CH2:9][C:10]([CH3:27])([CH2:28][C:29](=[O:30])[OH:31])[C:11](=[O:26])[N:12]([CH:21]([CH2:22][N:39]3[C:34]([CH3:33])([CH3:40])[CH2:35][O:36][CH2:37][CH2:38]3)[CH2:24][CH3:25])[CH:13]2[c:14]2[cH:15][cH:16][c:17]([Cl:20])[cH:18][cH:19]2)[cH:5][cH:6][cH:7]1. Yields the product CCC(CN1CCOCC1(C)C)N1C(=O)C(C)(CC(=O)O)CC(c2cccc(Cl)c2)C1c1ccc(Cl)cc1. Starting materials: CC(=O)O[BH-](OC(C)=O)OC(C)=O, CC1(C)COCCN1, [Cl-], CCC(C=O)N1C(=O)C(C)(CC(=O)O)CC(c2cccc(Cl)c2)C1c1ccc(Cl)cc1, Cl, [NH4+], [Na+]. Reaction SMILES: [CH2:1]([CH2:2][CH3:3])[CH:4]([C:5](=[O:6])[NH2:7])[C:8](=[O:9])[O:10][CH2:11][CH3:12].[CH3:15][C:16](=[O:17])[CH3:18].[CH3:19][CH2:20][OH:21].[K+:14].[OH-:13]>>[CH2:1]([CH2:2][CH3:3])[CH:4]([C:5](=[O:6])[NH2:7])[C:8](=[O:9])[OH:10]. Product: CCCC(C(N)=O)C(=O)O. Reactants: CCCC(C(N)=O)C(=O)OCC, CC(C)=O, CCO, [K+], [OH-]. Reactants: CO (methanol), C(C)(=O)NC1CN(CC1)C1=NC(=C(C(=O)OC)C=C1F)NC1=C(C=C(C=C1)F)F (methyl 6-(3-acetylamino-1-pyrrolidinyl)-2-(2,4-difluorophenylamino)-5-fluoronicotinate), [OH-].[Na+] (sodium hydroxide). Run in O (water), C(C)(=O)OCC (ethyl acetate), O (water). The product is C(C)(=O)NC1CN(CC1)C1=NC(=C(C(=O)O)C=C1F)NC1=C(C=C(C=C1)F)F (6-(3-acetylamino-1-pyrrolidinyl)-2-(2,4-difluorophenylamino)-5-fluoronicotinic acid). Yield: 93.0%. Reaction SMILES: CO.[C:3]([NH:6][CH:7]1[CH2:11][CH2:10][N:9]([C:12]2[C:21]([F:22])=[CH:20][C:15]([C:16]([O:18]C)=[O:17])=[C:14]([NH:23][C:24]3[CH:29]=[CH:28][C:27]([F:30])=[CH:26][C:25]=3[F:31])[N:13]=2)[CH2:8]1)(=[O:5])[CH3:4].[OH-].[Na+]>O.C(OCC)(=O)C>[C:3]([NH:6][CH:7]1[CH2:11][CH2:10][N:9]([C:12]2[C:21]([F:22])=[CH:20][C:15]([C:16]([OH:18])=[O:17])=[C:14]([NH:23][C:24]3[CH:29]=[CH:28][C:27]([F:30])=[CH:26][C:25]=3[F:31])[N:13]=2)[CH2:8]1)(=[O:5])[CH3:4] |f:2.3|. Reported procedure: In a mixture of 30 ml of tetrahydrofruran, 10 ml of methanol and 4 ml of water was suspended 980 mg of methyl 6-(3-acetylamino-1-pyrrolidinyl)-2-(2,4-difluorophenylamino)-5-fluoronicotinate, and 5.3 ml of 1N aqueous sodium hydroxide solution was added thereto, after which the resulting mixture was subjected to reaction at 65° C. for 3 hours. Subsequently, the reaction mixture was added to a mixture of 50 ml of ethyl acetate and 50 ml of water, and the aqueous layer was separated, after which the... Starting materials: N#Cc1ccnc(Br)c1, CC(c1ccc(B2OC(C)(C)C(C)(C)O2)cc1)N1CCC(CC(C)(C)O)(c2ccccc2)OC1=O. The product is CC(c1ccc(-c2cc(C#N)ccn2)cc1)N1CCC(CC(C)(C)O)(c2ccccc2)OC1=O. As a reaction SMILES: [Br:36][c:37]1[cH:38][c:39]([C:40]#[N:41])[cH:42][cH:43][n:44]1.[OH:1][C:2]([CH2:3][C:4]1([c:28]2[cH:29][cH:30][cH:31][cH:32][cH:33]2)[CH2:5][CH2:6][N:7]([CH:11]([CH3:12])[c:13]2[cH:14][cH:15][c:16]([B:19]3[O:20][C:21]([CH3:22])([CH3:23])[C:24]([CH3:25])([CH3:26])[O:27]3)[cH:17][cH:18]2)[C:8](=[O:10])[O:9]1)([CH3:34])[CH3:35]>>[OH:1][C:2]([CH2:3][C:4]1([c:28]2[cH:29][cH:30][cH:31][cH:32][cH:33]2)[CH2:5][CH2:6][N:7]([CH:11]([CH3:12])[c:13]2[cH:14][cH:15][c:16](-[c:37]3[cH:38][c:39]([C:40]#[N:41])[cH:42][cH:43][n:44]3)[cH:17][cH:18]2)[C:8](=[O:10])[O:9]1)([CH3:34])[CH3:35]. The reactants are NC=1C=C2C(=CNC2=CC1)CCN1C(C2=CC=CC=C2C1=O)=O (2-(2-(5-amino-1H-indol-3-yl)ethyl)isoindole-1,3-dione), C(C1=CC=CC=C1)(=O)Cl (benzoyl chloride). The reagents and catalysts are CN(C1=CC=NC=C1)C (4-dimethylaminopyridine). Solvent: ClCCl (dichloromethane). Conditions: temperature 0 celsius, time 8 hour. The product is C(C1=CC=CC=C1)(=O)NC=1C=C2C(=CNC2=CC1)CCN1C(C2=CC=CC=C2C1=O)=O (2-(2-(5-Benzoylamino-1H-indol-3-yl)ethyl)isoindole-1,3-dione). RXN SMILES: [NH2:1][C:2]1[CH:3]=[C:4]2[C:8](=[CH:9][CH:10]=1)[NH:7][CH:6]=[C:5]2[CH2:11][CH2:12][N:13]1[C:21](=[O:22])[C:20]2[C:15](=[CH:16][CH:17]=[CH:18][CH:19]=2)[C:14]1=[O:23].[C:24](Cl)(=[O:31])[C:25]1[CH:30]=[CH:29][CH:28]=[CH:27][CH:26]=1>CN(C)C1C=CN=CC=1.ClCCl>[C:24]([NH:1][C:2]1[CH:3]=[C:4]2[C:8](=[CH:9][CH:10]=1)[NH:7][CH:6]=[C:5]2[CH2:11][CH2:12][N:13]1[C:14](=[O:23])[C:15]2[C:20](=[CH:19][CH:18]=[CH:17][CH:16]=2)[C:21]1=[O:22])(=[O:31])[C:25]1[CH:30]=[CH:29][CH:28]=[CH:27][CH:26]=1. Procedure details: Combine 2-(2-(5-amino-1H-indol-3-yl)ethyl)isoindole-1,3-dione (0.5 g, 1.64 mmol) and 4-dimethylaminopyridine (0.3 g, 2.5 mmol) and dissolve in 30 mL dichloromethane and cool to 0° C. Treat the reaction mixture with benzoyl chloride (276 mg, 1.96 mmol) and stir overnight during which the temperature was allowed to warm to room temperature. Concentrate to residue and chromatograph the residue on silica gel eluting with 0.5% MeOH in CHCl3 to give the title compound as a solid: ISMS 410 (M+1); 1H NM...